Dataset: the Open Reaction Database (ORD), a public repository of structured organic reaction records. Task: describe an organic reaction: reactants, conditions, products, and yield The reactants are example 1 ( b ), C(C)S(=O)(=O)C=1C=CC(=C(C(=O)O)C1)OC(C(F)(F)F)C (5-ethanesulfonyl-2-(2,2,2-trifluoro-1-methyl-ethoxy)-benzoic acid), Cl.FC(C1=CN=C(S1)N1CCNCC1)(F)F (1-(5-trifluoromethyl-thiazol-2-yl)-piperazine hydrochloride). Product: C(C)S(=O)(=O)C=1C=CC(=C(C1)C(=O)N1CCN(CC1)C=1SC(=CN1)C(F)(F)F)OC(C(F)(F)F)C ([5-Ethanesulfonyl-2-(2,2,2-trifluoro-1-methyl-ethoxy)-phenyl]-[4-(5-trifluoromethyl-thiazol-2-yl)-piperazin-1-yl]-methanone). Isolated yield 82.0%. As a reaction SMILES: [CH2:1]([S:3]([C:6]1[CH:7]=[CH:8][C:9]([O:15][CH:16]([CH3:21])[C:17]([F:20])([F:19])[F:18])=[C:10]([CH:14]=1)[C:11]([OH:13])=O)(=[O:5])=[O:4])[CH3:2].Cl.[F:23][C:24]([F:37])([F:36])[C:25]1[S:29][C:28]([N:30]2[CH2:35][CH2:34][NH:33][CH2:32][CH2:31]2)=[N:27][CH:26]=1>>[CH2:1]([S:3]([C:6]1[CH:7]=[CH:8][C:9]([O:15][CH:16]([CH3:21])[C:17]([F:20])([F:19])[F:18])=[C:10]([C:11]([N:33]2[CH2:34][CH2:35][N:30]([C:28]3[S:29][C:25]([C:24]([F:37])([F:23])[F:36])=[CH:26][N:27]=3)[CH2:31][CH2:32]2)=[O:13])[CH:14]=1)(=[O:4])=[O:5])[CH3:2] |f:1.2|. Reported procedure: Prepared in analogy to example 1 (b) from 5-ethanesulfonyl-2-(2,2,2-trifluoro-1-methyl-ethoxy)-benzoic acid (Example A17) and 1-(5-trifluoromethyl-thiazol-2-yl)-piperazine hydrochloride (Example 58(c)). The crude material was purified by reversed phase HPLC (acetonitrile/water) followed by trituration in ether to yield the title compound as an off-white crystalline solid (yield 82%). MS (m/e): 546.4 (M+H+, 100%). Reactants: FC(S(=O)(=O)OC)(F)F (methyl trifluoromethanesulfonate), C(C)(=O)SCSC=1N=NNC1 (4-acetylthiomethylthio-1,2,3-triazole), C[Si](C)(C)[N-][Si](C)(C)C.[Li+] (lithium bis(trimethylsilyl)amide). The solvent is Cl (hydrochloric acid), O (water), O1CCCC1 (tetrahydrofuran), O1CCCC1 (tetrahydrofuran). Reaction conditions: time 5 minute. Yields the product C(C)(=O)SCSC=1N(N=NC1)C (4-acetylthiomethylthio-3-methyl-1,2,3-triazole), C(C)(=O)SCSC=1N=NN(C1)C (4-acetylthiomethylthio-1-methyl-1,2,3-triazole), C(C)(=O)SCSC1=NN(N=C1)C (4-acetylthiomethylthio-2-methyl-1,2,3-triazole). The yield is 3.0%. Reaction SMILES: [C:1]([S:4][CH2:5][S:6][C:7]1[N:8]=[N:9][NH:10][CH:11]=1)(=[O:3])[CH3:2].[CH3:12][Si]([N-][Si](C)(C)C)(C)C.[Li+].F[C:23](F)(F)S(OC)(=O)=O>O1CCCC1.Cl.O>[C:1]([S:4][CH2:5][S:6][C:7]1[N:8]([CH3:12])[N:9]=[N:10][CH:11]=1)(=[O:3])[CH3:2].[C:1]([S:4][CH2:5][S:6][C:7]1[N:8]=[N:9][N:10]([CH3:23])[CH:11]=1)(=[O:3])[CH3:2].[C:1]([S:4][CH2:5][S:6][C:7]1[CH:11]=[N:10][N:9]([CH3:12])[N:8]=1)(=[O:3])[CH3:2] |f:1.2|. Procedure: To a solution of 4-acetylthiomethylthio-1,2,3-triazole (6 g: 31.75 mMol.) in tetrahydrofuran (30 ml) is added dropwise at -78° C. a solution of 1M lithium bis(trimethylsilyl)amide in tetrahydrofuran (35 ml: 35 mMol.), and the mixture is stirred at the same temperature for 5 minutes and added methyl trifluoromethanesulfonate (4.0 ml: 35 mMol.). After stirring at the same temperature for 2 hours, the reaction mixture is diluted with 10% hydrochloric acid (26 ml) and water, and extracted with ethyl... Reactants: C(C)SCCOC1=CC(=C(C(=C1)C)C=1CC(C=CC1)=COC1=CC2=C([C@@H](CO2)CC(=O)O)C=C1)C ([(3S)-6-({4′-[2-(ethylthio)ethoxy]-2′,6′-dimethylbiphenyl-3-yl-3-yl}methoxy)-2,3-dihydro-1-benzofuran-3-yl]acetic acid), S(=O)(=O)([O-])O[O-].[K+].[K+] (potassium peroxysulfate), O (water), O (water). Solvent: CO (methanol). Conditions: time 12 hour. Yields the product C(C)S(=O)(=O)CCOC1=CC(=C(C(=C1)C)C1=CC(=CC=C1)COC1=CC2=C([C@@H](CO2)CC(=O)O)C=C1)C ([(3S)-6-({4′-[2-(ethylsulfonyl)ethoxy]-2′,6′-dimethylbiphenyl-3-yl}methoxy)-2,3-dihydro-1-benzofuran-3-yl]acetic acid). The yield is 73.0%. Reaction SMILES: [CH2:1]([S:3][CH2:4][CH2:5][O:6][C:7]1[CH:12]=[C:11]([CH3:13])[C:10]([C:14]2[CH2:15][C:16](=[CH:20][O:21][C:22]3[CH:34]=[CH:33][C:25]4[C@H:26]([CH2:29][C:30]([OH:32])=[O:31])[CH2:27][O:28][C:24]=4[CH:23]=3)[CH:17]=[CH:18][CH:19]=2)=[C:9]([CH3:35])[CH:8]=1)[CH3:2].S(O[O-])([O-])(=O)=[O:37].[K+].[K+].[OH2:44]>CO>[CH2:1]([S:3]([CH2:4][CH2:5][O:6][C:7]1[CH:8]=[C:9]([CH3:35])[C:10]([C:14]2[CH:19]=[CH:18][CH:17]=[C:16]([CH2:20][O:21][C:22]3[CH:34]=[CH:33][C:25]4[C@H:26]([CH2:29][C:30]([OH:32])=[O:31])[CH2:27][O:28][C:24]=4[CH:23]=3)[CH:15]=2)=[C:11]([CH3:13])[CH:12]=1)(=[O:37])=[O:44])[CH3:2] |f:1.2.3|. Procedure: To a solution of [(3S)-6-({4′-[2-(ethylthio)ethoxy]-2′,6′-dimethylbiphenyl-3-yl-3-yl}methoxy)-2,3-dihydro-1-benzofuran-3-yl]acetic acid (0.304 g, 0.617 mmol) in methanol (10 mL) was added dropwise a solution of potassium peroxysulfate (trade name: OXONE, 0.569 g, 0.926 mmol) in water (5 mL) under ice-cooling, and the mixture was stirred for 12 hr, during which the mixture was allowed to gradually warm to room temperature. The reaction mixture was diluted with water, and extracted with ethyl acet... The reactants are CC(=O)c1cc(Br)ccc1O, C1CCNC1, CC(C)=O, Cc1ccccc1, Cl. The product is CC1(C)CC(=O)c2cc(Br)ccc2O1. RXN SMILES: [Br:1][c:2]1[cH:3][cH:4][c:5]([OH:11])[c:6]([C:8]([CH3:9])=[O:10])[cH:7]1.[CH2:16]1[CH2:17][NH:18][CH2:19][CH2:20]1.[CH3:12][C:13]([CH3:14])=[O:15].[CH3:22][c:23]1[cH:24][cH:25][cH:26][cH:27][cH:28]1.[ClH:21]>>[Br:1][c:2]1[cH:3][cH:4][c:5]2[c:6]([cH:7]1)[C:8](=[O:10])[CH2:9][C:13]([CH3:12])([CH3:14])[O:11]2. The reactants are O.NN (Hydrazine monohydrate), CN1C(=CC=C1)CC(=O)OC (methyl 1-methyl-1H-pyrrole-2-acetate). The solvent is C(C)O (ethanol). Product: CN1C(=CC=C1)CC(=O)O (1-methyl-1H-pyrrole-2-acetic acid). The yield is 99.9%. As a reaction SMILES: O.NN.[CH3:4][N:5]1[CH:9]=[CH:8][CH:7]=[C:6]1[CH2:10][C:11]([O:13]C)=[O:12]>C(O)C>[CH3:4][N:5]1[CH:9]=[CH:8][CH:7]=[C:6]1[CH2:10][C:11]([OH:13])=[O:12] |f:0.1|. Procedure details: Hydrazine monohydrate (65 ml) was added dropwise to a solution of methyl 1-methyl-1H-pyrrole-2-acetate (0.326 mol) in ethanol (300 ml) and the mixture was refluxed for 4 hours. The mixture was evaporated till dryness. The residue was taken up in dichloromethane and an aqueous potassium carbonate solution (10%) and extracted with dichloromethane. The organic layer was dried (MgSO4) and evaporated. The residue (48.8 g) was taken up in 1,1'-oxybisethane and the precipitate was filtered off, yieldin... Starting materials: CCOC(C)=O, CC(=O)Nc1cc([N+](=O)[O-])c(Cl)cc1F. Product: CC(=O)Nc1cc(N)c(Cl)cc1F. As a reaction SMILES: [CH3:16][CH2:17][O:18][C:19](=[O:20])[CH3:21].[Cl:1][c:2]1[cH:3][c:4]([F:15])[c:5]([NH:11][C:12]([CH3:13])=[O:14])[cH:6][c:7]1[N+:8]([O-:9])=[O:10]>>[Cl:1][c:2]1[cH:3][c:4]([F:15])[c:5]([NH:11][C:12]([CH3:13])=[O:14])[cH:6][c:7]1[NH2:8]. The reactants are O=S1(=O)CCN2C=CC=C(Br)C2=N1, [Na+], [Na+], O=C([O-])[O-], CN(C)C=O, OB(O)c1ccc(Oc2ccccc2)cc1, O, c1ccc(P(c2ccccc2)(c2ccccc2)[Pd](P(c2ccccc2)(c2ccccc2)c2ccccc2)(P(c2ccccc2)(c2ccccc2)c2ccccc2)P(c2ccccc2)(c2ccccc2)c2ccccc2)cc1. As a reaction SMILES: [Br:23][C:24]1=[CH:25][CH:26]=[CH:27][N:28]2[C:29]1=[N:30][S:31](=[O:34])(=[O:35])[CH2:32][CH2:33]2.[Na+:1].[Na+:2].[O-:3][C:4](=[O:5])[O-:6].[O:36]=[CH:37][N:38]([CH3:39])[CH3:40].[O:7]([c:8]1[cH:9][cH:10][cH:11][cH:12][cH:13]1)[c:14]1[cH:15][cH:16][c:17]([B:20]([OH:21])[OH:22])[cH:18][cH:19]1.[OH2:41].[cH:42]1[cH:43][cH:44][c:45]([P:46]([Pd:47]([P:48]([c:49]2[cH:50][cH:51][cH:52][cH:53][cH:54]2)([c:55]2[cH:56][cH:57][cH:58][cH:59][cH:60]2)[c:61]2[cH:62][cH:63][cH:64][cH:65][cH:66]2)([P:67]([c:68]2[cH:69][cH:70][cH:71][cH:72][cH:73]2)([c:74]2[cH:75][cH:76][cH:77][cH:78][cH:79]2)[c:80]2[cH:81][cH:82][cH:83][cH:84][cH:85]2)[P:86]([c:87]2[cH:88][cH:89][cH:90][cH:91][cH:92]2)([c:93]2[cH:94][cH:95][cH:96][cH:97][cH:98]2)[c:99]2[cH:100][cH:101][cH:102][cH:103][cH:104]2)([c:105]2[cH:106][cH:107][cH:108][cH:109][cH:110]2)[c:111]2[cH:112][cH:113][cH:114][cH:115][cH:116]2)[cH:117][cH:118]1>>[O:7]([c:8]1[cH:9][cH:10][cH:11][cH:12][cH:13]1)[c:14]1[cH:15][cH:16][c:17]([C:24]2=[CH:25][CH:26]=[CH:27][N:28]3[C:29]2=[N:30][S:31](=[O:34])(=[O:35])[CH2:32][CH2:33]3)[cH:18][cH:19]1. The product is O=S1(=O)CCN2C=CC=C(c3ccc(Oc4ccccc4)cc3)C2=N1. Starting materials: Cl.NC1CCC(CC1)O (4-aminocyclohexanolhydrochloride), C1(C=2C(C(=O)O1)=CC=CC2)=O (phthalic acid anhydride), C(C)N(C(C)C)C(C)C (ethyl-diisopropyl-amine), C1(=CC=CC=C1)C (toluene). Run in O (water), O (water). Product: C1(C=2C(C(N1C1CCC(CC1)O)=O)=CC=CC2)=O (4-(Phthalimido)-cyclohexanol). RXN SMILES: Cl.[NH2:2][CH:3]1[CH2:8][CH2:7][CH:6]([OH:9])[CH2:5][CH2:4]1.[C:10]1(=O)[O:15][C:13](=[O:14])[C:12]2=[CH:16][CH:17]=[CH:18][CH:19]=[C:11]12.C(N(C(C)C)C(C)C)C.C1(C)C=CC=CC=1>O>[C:10]1(=[O:15])[N:2]([CH:3]2[CH2:8][CH2:7][CH:6]([OH:9])[CH2:5][CH2:4]2)[C:13](=[O:14])[C:12]2=[CH:16][CH:17]=[CH:18][CH:19]=[C:11]12 |f:0.1|. Reported procedure: 75.5 g (0.5 Mol) of 4-aminocyclohexanolhydrochloride and 74.0 g (0.5 Mol) of phthalic acid anhydride are mixed with 65 g (0.5 Mol) of ethyl-diisopropyl-amine and 1000 ml of toluene and boiled for 36 hours with a water separator. Then water is added, the toluene phase is separated off and the aqueous phase is extracted several times with chloroform. The organic phases are combined, dried and concentrated. The concentration residue is recrystallised from isopropanol. Starting materials: NN1C(=NC2=CC=C(C=C2C1=O)C)NN (3-amino-2-hydrazino-6-methylquinazolin-4(3H)-one). Run in NCCCCO (4-aminobutanol). Yields the product NN1C(=NC2=CC=C(C=C2C1=O)C)NCCCCO (3-amino-2-(4-hydroxybutylamino)-6-methylquinazolin-4(3H)-one). The yield is 126.7%. As a reaction SMILES: [NH2:1][N:2]1[C:11](=[O:12])[C:10]2[C:5](=[CH:6][CH:7]=[C:8]([CH3:13])[CH:9]=2)[N:4]=[C:3]1[NH:14]N>NCCCCO>[NH2:1][N:2]1[C:11](=[O:12])[C:10]2[C:5](=[CH:6][CH:7]=[C:8]([CH3:13])[CH:9]=2)[N:4]=[C:3]1[NH:14][CH2:8][CH2:9][CH2:10][CH2:11][OH:12]. Procedure: 20 g of 3-amino-2-hydrazino-6-methylquinazolin-4(3H)-one were stirred in 100 ml of 4-aminobutanol at 175° C. for 24 hours and the majority of the 4-aminobutanol was then distilled off under vacuum. The residue was diluted with water to crystallize out the product and the mixture was filtered. The product was washed and dried to obtain 16.2 g of 3-amino-2-(4-hydroxybutylamino)-6-methylquinazolin-4(3H)-one. The reactants are COC=1C=C2C(=CN(C2=CC1OC)C)C#C[Si](C)(C)C (5,6-dimethoxy-1-methyl-3-trimethylsilanylethynyl-1H-indole), [F-].[K+] (potassium fluoride). Run in CO (methanol). Product: C(#C)C1=CN(C2=CC(=C(C=C12)OC)OC)C (3-ethynyl-5,6-dimethoxy-1-methyl-1H-indole). The yield is 78.1%. As a reaction SMILES: [CH3:1][O:2][C:3]1[CH:4]=[C:5]2[C:9](=[CH:10][C:11]=1[O:12][CH3:13])[N:8]([CH3:14])[CH:7]=[C:6]2[C:15]#[C:16][Si](C)(C)C.[F-].[K+]>CO>[C:15]([C:6]1[C:5]2[C:9](=[CH:10][C:11]([O:12][CH3:13])=[C:3]([O:2][CH3:1])[CH:4]=2)[N:8]([CH3:14])[CH:7]=1)#[CH:16] |f:1.2|. Procedure details: But using 1.71 g of 5,6-dimethoxy-1-methyl-3-trimethylsilanylethynyl-1H-indole and 1.04 g of potassium fluoride in 70 ml of methanol. 1 g of 3-ethynyl-5,6-dimethoxy-1-methyl-1H-indole is thus obtained in the form of a solid, the characteristics of which are as follows: